Dataset: the Open Reaction Database (ORD), a public repository of structured organic reaction records. Task: describe an organic reaction: reactants, conditions, products, and yield The reactants are ClC1=C(C=CC(=C1)[N+](=O)[O-])O (2-chloro-4-nitrophenol), C([O-])([O-])=O.[K+].[K+] (potassium carbonate), BrCCBr (1,2-dibromoethane). Run in CN(C)C=O (DMF), CN(C)C=O (DMF), C(C)(=O)OCC (ethyl acetate). Reaction conditions: time 3 hour. The product is BrCCOC1=C(C=C(C=C1)[N+](=O)[O-])Cl (4-(2-bromoethoxy)-3-chloronitrobenzene). As a reaction SMILES: [Br:1][CH2:2][CH2:3]Br.C(=O)([O-])[O-].[K+].[K+].[Cl:11][C:12]1[CH:17]=[C:16]([N+:18]([O-:20])=[O:19])[CH:15]=[CH:14][C:13]=1[OH:21]>CN(C=O)C.C(OCC)(=O)C>[Br:1][CH2:2][CH2:3][O:21][C:13]1[CH:14]=[CH:15][C:16]([N+:18]([O-:20])=[O:19])=[CH:17][C:12]=1[Cl:11] |f:1.2.3|. Reported procedure: 36.6 mL (416 mmol) of 1,2-dibromoethane is dissolved in 200 mL of DMF and 11.5 g (83.3 mmol) of potassium carbonate is added. 7.20 g (41.6 mmol) of 2-chloro-4-nitrophenol in 40 mL of DMF is slowly added dropwise to this mixture. The mixture is stirred for 3 hours at ambient temperature. The solvent is eliminated, the residue is taken up in ethyl acetate and washed with saturated saline solution. The organic phase is dried over sodium sulfate. The solvent is eliminated and the residue is purified... The reactants are COC(C)(C)C, CC(C)(C)[O-], N#CCOc1ccc(Cl)cc1, [K+], O=[N+]([O-])c1ccc2c(c1)OC(CO)CO2, CN(C)C=O. The product is N#CCc1c([N+](=O)[O-])ccc2c1OC(CO)CO2. As a reaction SMILES: [C:38]([O:39][CH3:40])([CH3:41])([CH3:42])[CH3:43].[CH3:1][C:2]([CH3:3])([O-:4])[CH3:5].[Cl:27][c:28]1[cH:29][cH:30][c:31]([O:32][CH2:33][C:34]#[N:35])[cH:36][cH:37]1.[K+:6].[N+:12](=[O:13])([O-:14])[c:15]1[cH:16][cH:17][c:18]2[c:19]([cH:26]1)[O:20][CH:21]([CH2:24][OH:25])[CH2:22][O:23]2.[O:7]=[CH:8][N:9]([CH3:10])[CH3:11]>>[N+:12](=[O:13])([O-:14])[c:15]1[cH:16][cH:17][c:18]2[c:19]([c:26]1[CH2:33][C:34]#[N:35])[O:20][CH:21]([CH2:24][OH:25])[CH2:22][O:23]2. Starting materials: CC(=O)O[BH-](OC(C)=O)OC(C)=O, O=C([O-])O, COCC(C)N, CC(=O)O, CO, [Na+], [Na+], N#Cc1nc(CCC=O)cc(-c2cccc(C(F)(F)F)c2)n1. Yields the product COCC(C)NCCCc1cc(-c2cccc(C(F)(F)F)c2)nc(C#N)n1. As a reaction SMILES: [C:33]([O:34][BH-:35]([O:36][C:37](=[O:38])[CH3:39])[O:40][C:41](=[O:42])[CH3:43])(=[O:44])[CH3:45].[C:49](=[O:50])([OH:51])[O-:52].[CH3:23][CH:24]([CH2:25][O:26][CH3:27])[NH2:28].[CH3:29][C:30](=[O:31])[OH:32].[CH3:47][OH:48].[Na+:46].[Na+:53].[O:1]=[CH:2][CH2:3][CH2:4][c:5]1[n:6][c:7]([C:21]#[N:22])[n:8][c:9](-[c:11]2[cH:12][c:13]([C:17]([F:18])([F:19])[F:20])[cH:14][cH:15][cH:16]2)[cH:10]1>>[CH2:2]([CH2:3][CH2:4][c:5]1[n:6][c:7]([C:21]#[N:22])[n:8][c:9](-[c:11]2[cH:12][c:13]([C:17]([F:18])([F:19])[F:20])[cH:14][cH:15][cH:16]2)[cH:10]1)[NH:28][CH:24]([CH3:23])[CH2:25][O:26][CH3:27]. The reactants are COc1ccccc1C(O)(C=C(C)C)c1ccccn1, C[S-], CN(C)C=O, Cl, [Na+]. The product is CC(C)=CC(O)(c1ccccn1)c1ccccc1O. As a reaction SMILES: [CH3:1][O:2][c:3]1[c:4]([C:9]([CH:10]=[C:11]([CH3:12])[CH3:13])([OH:14])[c:15]2[n:16][cH:17][cH:18][cH:19][cH:20]2)[cH:5][cH:6][cH:7][cH:8]1.[CH3:21][S-:22].[CH3:25][N:26]([CH3:27])[CH:28]=[O:29].[ClH:24].[Na+:23]>>[OH:2][c:3]1[c:4]([C:9]([CH:10]=[C:11]([CH3:12])[CH3:13])([OH:14])[c:15]2[n:16][cH:17][cH:18][cH:19][cH:20]2)[cH:5][cH:6][cH:7][cH:8]1. Starting materials: C=CC1=CC=CC=C1 (styrene), dimethyl silicone, C(C)(=O)O (acetic acid), C(=C)C1=C(C=CC=C1)C=C (divinylbenzene), C=CC(C)=C.C=CC1=CC=CC=C1 (styrene-isoprene), silicone. Reagents/catalysts: S-butyllithium. Solvent: CCCCCC (hexane), CCCCCC (hexane). Reaction conditions: temperature 20 celsius. The product is C(=C)C1=C(C=CC=C1)C=C.C=CC1=CC=CC=C1 (styrene-divinylbenzene). RXN SMILES: [CH2:1]=[CH:2][C:3]1[CH:8]=[CH:7][CH:6]=[CH:5][CH:4]=1.[CH:9]([C:11]1[CH:16]=[CH:15][CH:14]=[CH:13][C:12]=1[CH:17]=[CH2:18])=[CH2:10].C=CC(=C)C.C=CC1C=CC=CC=1.C(O)(=O)C>CCCCCC>[CH:9]([C:11]1[CH:16]=[CH:15][CH:14]=[CH:13][C:12]=1[CH:17]=[CH2:18])=[CH2:10].[CH2:1]=[CH:2][C:3]1[CH:8]=[CH:7][CH:6]=[CH:5][CH:4]=1 |f:2.3,6.7|. Reported procedure: A styrene-divinylbenzene fine particle product was prepared by polymerization of 30 g. of styrene and 3 g. of 55% divinylbenzene in 250 ml. of hexane using 4.83 ml. of 1.18 N S-butyllithium as catalyst and 1.5 g. of the styrene-isoprene block copolymer dispersant of Example 4 under nitrogen. After 1.5 hours reflux the mixture was cooled to 20°C. and reacted with air followed by 0.36 ml. of acetic acid to convert the terminal lithium groups to hydroperoxide groups. The resulting mixture was then ... Reactants: CC(Cl)CBr, Oc1ccccc1Br, CCO, [Na]. Yields the product CC(Cl)COc1ccccc1Br. As a reaction SMILES: [Br:10][CH2:11][CH:12]([CH3:13])[Cl:14].[Br:2][c:3]1[c:4]([OH:9])[cH:5][cH:6][cH:7][cH:8]1.[CH3:15][CH2:16][OH:17].[Na:1]>>[Br:2][c:3]1[c:4]([O:9][CH2:11][CH:12]([CH3:13])[Cl:14])[cH:5][cH:6][cH:7][cH:8]1. Run in CO (methyl alcohol). Run at time 30 minute. Product: C(=O)(OC(C)(C)C)N[C@@H](CC1=CC=C(C=C1)O)C(=O)N[C@H](CCSC)C(=O)NCC(=O)O (Boc-L-tyrosyl-D-methionyl-glycine). Reported procedure: 6.02 Grams of methyl Boc-L-tyrosyl-D-methionyl-glycinate is dissolved in 30 ml of methyl alcohol and water is added until the solution becomes cloudy. A 4 M solution of potassium hydroxide is added to maintain the pH at 12-13. When the pH is stable at 13 for 30 minutes, the methanol is removed under reduced pressure. The aqueous solution is filtered and adjusted to pH 3 with concentrated hydrochloric acid. The product crystallizes and is removed by filtration and washed with water to give Boc-L-... RXN SMILES: [C:1]([NH:8][C@H:9]([C:18]([NH:20][C@@H:21]([C:26]([NH:28][CH2:29][C:30]([O:32]C)=[O:31])=[O:27])[CH2:22][CH2:23][S:24][CH3:25])=[O:19])[CH2:10][C:11]1[CH:16]=[CH:15][C:14]([OH:17])=[CH:13][CH:12]=1)([O:3][C:4]([CH3:7])([CH3:6])[CH3:5])=[O:2].O.[OH-].[K+]>CO>[C:1]([NH:8][C@H:9]([C:18]([NH:20][C@@H:21]([C:26]([NH:28][CH2:29][C:30]([OH:32])=[O:31])=[O:27])[CH2:22][CH2:23][S:24][CH3:25])=[O:19])[CH2:10][C:11]1[CH:16]=[CH:15][C:14]([OH:17])=[CH:13][CH:12]=1)([O:3][C:4]([CH3:5])([CH3:6])[CH3:7])=[O:2] |f:2.3|. Reactants: C(=O)(OC(C)(C)C)N[C@@H](CC1=CC=C(C=C1)O)C(=O)N[C@H](CCSC)C(=O)NCC(=O)OC (methyl Boc-L-tyrosyl-D-methionyl-glycinate), solution, [OH-].[K+] (potassium hydroxide), O (water).